This data is from the Open Reaction Database (ORD), a public repository of structured organic reaction records. The task is: describe an organic reaction: reactants, conditions, products, and yield Reactants: ice, C1CCOC1 (THF), FC(C(=O)O)(F)F (trifluoroacetic acid), FC1=C(C=CC(=C1)[N+](=O)[O-])C1C(NS(CC1)(=O)=O)=O (4-(2-Fluoro-4-nitrophenyl)dihydro-2H-1,2-thiazin-3(4H)-one 1,1-dioxide), [BH4-].[Na+] (sodium borohydride), FC(C(=O)O)(F)F (trifluoroacetic acid). The solvent is CO (methanol). Yields the product FC1=C(C=CC(=C1)[N+](=O)[O-])C1CNS(CC1)(=O)=O (4-(2-Fluoro-4-nitrophenyl)tetrahydro-2H-1,2-thiazine 1,1-dioxide), gum. Isolated yield 86.0%. As a reaction SMILES: [F:1][C:2]1[CH:7]=[C:6]([N+:8]([O-:10])=[O:9])[CH:5]=[CH:4][C:3]=1[CH:11]1[CH2:16][CH2:15][S:14](=[O:18])(=[O:17])[NH:13][C:12]1=O.[BH4-].[Na+].C1COCC1.FC(F)(F)C(O)=O>CO>[F:1][C:2]1[CH:7]=[C:6]([N+:8]([O-:10])=[O:9])[CH:5]=[CH:4][C:3]=1[CH:11]1[CH2:16][CH2:15][S:14](=[O:18])(=[O:17])[NH:13][CH2:12]1 |f:1.2|. Procedure: 4-(2-Fluoro-4-nitrophenyl)dihydro-2H-1,2-thiazin-3(4H)-one 1,1-dioxide (2.43 g, 8.44 mmol) and sodium borohydride (3.83 g, 101.3 mmol) are placed under nitrogen and dry THF (70 ml) added. To the ice cooled suspension is added trifluoroacetic acid (7.8 ml, 101.3 mmol) over 5 min. After stirring for 16 hr additional trifluoroacetic acid (20.0 ml, 260 mmol) is added followed by methanol (20 ml). The solution is evaporated and the residue dissolved in ethyl acetate (150 ml) and washed with sodium bi... Starting materials: Cl.C(CCCCCCCCCCCCCCC)NC1=CC=C(CCC(=O)Cl)C=C1 (4-(hexadecylamino) hydrocinnamoyl chloride hydrochloride), CN(CCO)C (2-dimethylaminoethanol). Product: C(CCCCCCCCCCCCCCC)NC1=CC=C(CCC(=O)OCCN(C)C)C=C1 (2-dimethylaminoethyl 4-(hexadecylamino)hydrocinnamate). RXN SMILES: Cl.[CH2:2]([NH:18][C:19]1[CH:29]=[CH:28][C:22]([CH2:23][CH2:24][C:25](Cl)=[O:26])=[CH:21][CH:20]=1)[CH2:3][CH2:4][CH2:5][CH2:6][CH2:7][CH2:8][CH2:9][CH2:10][CH2:11][CH2:12][CH2:13][CH2:14][CH2:15][CH2:16][CH3:17].[CH3:30][N:31]([CH3:35])[CH2:32][CH2:33][OH:34]>>[CH2:2]([NH:18][C:19]1[CH:29]=[CH:28][C:22]([CH2:23][CH2:24][C:25]([O:34][CH2:33][CH2:32][N:31]([CH3:35])[CH3:30])=[O:26])=[CH:21][CH:20]=1)[CH2:3][CH2:4][CH2:5][CH2:6][CH2:7][CH2:8][CH2:9][CH2:10][CH2:11][CH2:12][CH2:13][CH2:14][CH2:15][CH2:16][CH3:17] |f:0.1|. Procedure details: As in the method of Example 21, 4-(hexadecylamino) hydrocinnamoyl chloride hydrochloride is treated with 2-dimethylaminoethanol to provide 2-dimethylaminoethyl 4-(hexadecylamino)hydrocinnamate. Reactants: ClN1C(CCC1=O)=O (N-Chlorosuccinimide), C(CCC)C1=CC(=NN1CC1=CC=C(C=C1)C1=C(C=CC=C1)C1=NN=NN1)C(=O)O (5-butyl-1-[[2'-(1H-tetrazol-5-yl)biphenyl-4-yl]methyl]pyrazole-3-carboxylic acid), FC(CO)(F)F (2,2,2-trifluoroethanol), C1(=CC=CC=C1)P(C1=CC=CC=C1)C1=CC=CC=C1 (triphenylphosphine), C1(=CC=CC=C1)P(C1=CC=CC=C1)C1=CC=CC=C1 (triphenylphosphine), ClN1C(CCC1=O)=O (N-chlorosuccinimide), Cl (hydrochloric acid). Run in ClCCl (dichloromethane), C(C)N(CC)CC (triethylamine). Conditions: time 15 minute. Product: C(CCC)C1=CC(=NN1CC1=CC=C(C=C1)C1=C(C=CC=C1)C1=NN=NN1)C(=O)OCC(F)(F)F (2,2,2-Trifluoroethyl 5-butyl-1-[[2'-(1H-tetrazol-5-yl)biphenyl-4-yl]methyl]pyrazole-3-carboxylate). The yield is 56.0%. Reaction SMILES: ClN1C(=O)CCC1=O.[CH2:9]([C:13]1[N:17]([CH2:18][C:19]2[CH:24]=[CH:23][C:22]([C:25]3[CH:30]=[CH:29][CH:28]=[CH:27][C:26]=3[C:31]3[NH:35][N:34]=[N:33][N:32]=3)=[CH:21][CH:20]=2)[N:16]=[C:15]([C:36]([OH:38])=[O:37])[CH:14]=1)[CH2:10][CH2:11][CH3:12].[F:39][C:40]([F:44])([F:43])[CH2:41]O.C1(P(C2C=CC=CC=2)C2C=CC=CC=2)C=CC=CC=1.Cl>ClCCl.C(N(CC)CC)C>[CH2:9]([C:13]1[N:17]([CH2:18][C:19]2[CH:24]=[CH:23][C:22]([C:25]3[CH:30]=[CH:29][CH:28]=[CH:27][C:26]=3[C:31]3[NH:32][N:33]=[N:34][N:35]=3)=[CH:21][CH:20]=2)[N:16]=[C:15]([C:36]([O:38][CH2:41][C:40]([F:44])([F:43])[F:39])=[O:37])[CH:14]=1)[CH2:10][CH2:11][CH3:12]. Procedure: N-Chlorosuccinimide (400 mg) was added to a stirred solution of 5-butyl-1-[[2'-(1H-tetrazol-5-yl)biphenyl-4-yl]methyl]pyrazole-3-carboxylic acid (682 mg), triethylamine (1.2 g), 2,2,2-trifluoroethanol (248 mg) and triphenylphosphine (891 mg) in dichloromethane (30 ml) by cooling with an ice-bath. After stirring for 15 minutes, triphenylphosphine (262 mg) and N-chlorosuccinimide (133 mg) were added and the mixture was stirred for 30 minutes. After addition of 2N-hydrochloric acid (15 ml) and stir... Solvent: C(Cl)Cl (CH2Cl2). Conditions: time 16 hour. Reaction SMILES: [Cl:1][C:2]1[N:7]2[N:8]=[C:9]([C:11]3[CH:16]=[CH:15][CH:14]=[C:13]([Cl:17])[CH:12]=3)[CH:10]=[C:6]2[N:5]=[C:4]([CH3:18])[C:3]=1[C@H:19]([OH:24])[C:20]([O:22][CH3:23])=[O:21].C(O[C:29]([CH3:32])([CH3:31])[CH3:30])(=O)C.Cl(O)(=O)(=O)=O>C(Cl)Cl>[C:29]([O:24][C@@H:19]([C:3]1[C:4]([CH3:18])=[N:5][C:6]2[N:7]([N:8]=[C:9]([C:11]3[CH:16]=[CH:15][CH:14]=[C:13]([Cl:17])[CH:12]=3)[CH:10]=2)[C:2]=1[Cl:1])[C:20]([O:22][CH3:23])=[O:21])([CH3:32])([CH3:31])[CH3:30]. Reported procedure: To a solution of (S)-methyl 2-(7-chloro-2-(3-chlorophenyl)-5-methylpyrazolo[1,5-a]pyrimidin-6-yl)-2-hydroxyacetate (1.0 g, 2.73 mmol) in CH2Cl2 (100 mL) at room temperature was added tert-butyl acetate (20 mL) followed by perchloric acid (0.282 mL, 3.28 mmol). The reaction mixture was stirred for 16 h at room temperature. The reaction mixture was quenched with water and diluted with ethyl acetate. The organic phase was washed with saturated NaHCO3 and dried over sodium sulfate. The solvent was e... The reactants are ClC1=C(C(=NC=2N1N=C(C2)C2=CC(=CC=C2)Cl)C)[C@@H](C(=O)OC)O ((S)-methyl 2-(7-chloro-2-(3-chlorophenyl)-5-methylpyrazolo[1,5-a]pyrimidin-6-yl)-2-hydroxyacetate), C(C)(=O)OC(C)(C)C (tert-butyl acetate), Cl(=O)(=O)(=O)O (perchloric acid). The yield is 50.0%. Yields the product C(C)(C)(C)O[C@H](C(=O)OC)C=1C(=NC=2N(C1Cl)N=C(C2)C2=CC(=CC=C2)Cl)C ((S)-Methyl 2-(tert-butoxy)-2-(7-chloro-2-(3-chlorophenyl)-5-methylpyrazolo[1,5-a]pyrimidin-6-yl)acetate).